From a dataset of the Open Reaction Database (ORD), a public repository of structured organic reaction records. describe an organic reaction: reactants, conditions, products, and yield Starting materials: N1CCC(CC1)CO (4-Piperidinemethanol), N1(CCCCC1)C=CC(=O)OC1=CC=C(C=C1)C1=CC=CC=C1 (Biphenyl-4-yl 3-(piperidin-1-yl)acrylate), C1CCOC1 (THF). Conditions: time 37.5 minute. The product is O(C1=CC=CC=C1)C=CC(=O)OC1=CC=C(C=C1)C1=CC=CC=C1 (Biphenyl-4-yl 3-phenoxyacrylate). RXN SMILES: N1[CH2:6][CH2:5][CH:4]([CH2:7][OH:8])CC1.N1([CH:15]=[CH:16][C:17]([O:19][C:20]2[CH:25]=[CH:24][C:23]([C:26]3[CH:31]=[CH:30][CH:29]=[CH:28][CH:27]=3)=[CH:22][CH:21]=2)=[O:18])CCCCC1.[CH2:32]1COC[CH2:33]1>>[O:8]([CH:15]=[CH:16][C:17]([O:19][C:20]1[CH:21]=[CH:22][C:23]([C:26]2[CH:27]=[CH:28][CH:29]=[CH:30][CH:31]=2)=[CH:24][CH:25]=1)=[O:18])[C:7]1[CH:4]=[CH:5][CH:6]=[CH:33][CH:32]=1. Procedure details: 4-Piperidinemethanol (0.06 g, 0.5 mmol) and compound 3 (0.11 g, 0.5 mmol) [4 (0.22 g, 0.5 mmol) or 5 (0.19 g, 0.5 mmol)] were dissolved in dry THF (5 mL), and the solution was stirred at room temperature for 30-45 min. The solvent was removed under reduced pressure at room temp to give the crude product which was then purified by column chromatography using ethyl acetate:hexane (7:3 or 8:3) to give compound 6 (7 or 8).